Dataset: the Open Reaction Database (ORD), a public repository of structured organic reaction records. Task: describe an organic reaction: reactants, conditions, products, and yield The reactants are CC(C)O (2-propanol), CC1(OC2=C(C1)C=CC(=C2OC)S(=O)[O-])C.[Li+] (lithium 2,3-dihydro-2,2-dimethyl-7-methoxy-6-benzofuransulfinate), ClN1C(CCC1=O)=O (N-chlorosuccinimide). Solvent: O (water), O (water). Run at time 1 hour. The product is CC1(OC2=C(C1)C=CC(=C2OC)S(=O)(=O)Cl)C (2,3-dihydro-2,2-dimethyl-7-methoxy-6-benzofuransulfonyl chloride). Reaction SMILES: CC(O)C.[CH3:5][C:6]1([CH3:20])[CH2:10][C:9]2[CH:11]=[CH:12][C:13]([S:17]([O-:19])=[O:18])=[C:14]([O:15][CH3:16])[C:8]=2[O:7]1.[Li+].[Cl:22]N1C(=O)CCC1=O>O>[CH3:5][C:6]1([CH3:20])[CH2:10][C:9]2[CH:11]=[CH:12][C:13]([S:17]([Cl:22])(=[O:19])=[O:18])=[C:14]([O:15][CH3:16])[C:8]=2[O:7]1 |f:1.2|. Procedure details: To a suspension composed of 100 ml of water and 100 ml of 2-propanol and containing 24.8 g of lithium 2,3-dihydro-2,2-dimethyl-7-methoxy-6-benzofuransulfinate is added portionwise 14.7 g of N-chlorosuccinimide. The reaction temperature is maintained at 15°-20° during the addition by occasional cooling with an ice-water bath. After addition is complete, the suspension is stirred at ambient temperature for one hour and then is diluted with water. The aqueous mixture is extracted twice with methyle...